The task is: describe an organic reaction: reactants, conditions, products, and yield. This data is from the Open Reaction Database (ORD), a public repository of structured organic reaction records. The reactants are OC=1C(=C(CCN2CCC(CC2)C(=O)OCC)C=CC1)CO (ethyl 1-(3-hydroxy-2-(hydroxymethyl)phenethyl)piperidine-4-carboxylate). Reagents/catalysts: O=[Mn]=O (MnO2). Run in C1CCOC1 (THF). Run at time 1 hour. The product is C(=O)C1=C(CCN2CCC(CC2)C(=O)OCC)C=CC=C1O (ethyl 1-(2-formyl-3-hydroxyphenethyl)piperidine-4-carboxylate). The yield is 94.7%. As a reaction SMILES: [OH:1][C:2]1[C:3]([CH2:21][OH:22])=[C:4]([CH:18]=[CH:19][CH:20]=1)[CH2:5][CH2:6][N:7]1[CH2:12][CH2:11][CH:10]([C:13]([O:15][CH2:16][CH3:17])=[O:14])[CH2:9][CH2:8]1>C1COCC1.O=[Mn]=O>[CH:21]([C:3]1[C:2]([OH:1])=[CH:20][CH:19]=[CH:18][C:4]=1[CH2:5][CH2:6][N:7]1[CH2:8][CH2:9][CH:10]([C:13]([O:15][CH2:16][CH3:17])=[O:14])[CH2:11][CH2:12]1)=[O:22]. Procedure details: To ethyl 1-(3-hydroxy-2-(hydroxymethyl)phenethyl)piperidine-4-carboxylate (85 mg, crude above) in THF (20.0 mL) was added MnO2 (500 mg, 5.75 mmol) at rt. The mixture was stirred at rt for 1 h, filtered, and concentrated to give ethyl 1-(2-formyl-3-hydroxyphenethyl)piperidine-4-carboxylate (80 mg, crude) as a pale brown solid, which was used for next step with purification. LRMS (M+H+) m/z 306.1. Yield: 68.1%. As a reaction SMILES: [CH3:1][C:2]([NH:5][CH2:6][CH:7]([OH:29])[CH2:8][O:9][C:10]1[CH:15]=[CH:14][CH:13]=[CH:12][C:11]=1[C:16](=[O:28])[CH2:17][CH2:18][C:19]1[CH:27]=[CH:26][CH:25]=[C:24]2[C:20]=1[CH:21]=[CH:22][NH:23]2)([CH3:4])[CH3:3].[Cl:30]N1C(=O)CCC1=O.C(O)(=O)C.[OH-].[Na+]>O>[Cl:30][C:21]1[C:20]2[C:24](=[CH:25][CH:26]=[CH:27][C:19]=2[CH2:18][CH2:17][C:16]([C:11]2[CH:12]=[CH:13][CH:14]=[CH:15][C:10]=2[O:9][CH2:8][CH:7]([OH:29])[CH2:6][NH:5][C:2]([CH3:1])([CH3:3])[CH3:4])=[O:28])[NH:23][CH:22]=1 |f:3.4|. Reported procedure: A mixture of 8.6 g of 1-[2-[3-(1,1-dimethylethylamino)-2-hydroxypropoxy]-phenyl]-3-(1H-indol-4-yl)-1-propanone, 3 g of N-chlorosuccinimide and 170 ml of acetic acid was stirred at room temperature for 2 hours and was then diluted with water. The mixture was made alkaline by addition of sodium hydroxide and was extracted with ethyl acetate. The organic phase was washed with water, dried and evaporated to dryness under reduced pressure. The residue was chromatographed over silica and eluted with a... Solvent: O (water). Run at time 2 hour. The product is ClC1=CNC2=CC=CC(=C12)CCC(=O)C1=C(C=CC=C1)OCC(CNC(C)(C)C)O (3-(3-chloro-1H-indol-4-yl)-1-[2-[3-(1,1-dimethylethylamino)-2-hydroxypropoxy]-phenyl]-1-propanone). The reactants are CC(C)(C)NCC(COC1=C(C=CC=C1)C(CCC1=C2C=CNC2=CC=C1)=O)O (1-[2-[3-(1,1-dimethylethylamino)-2-hydroxypropoxy]-phenyl]-3-(1H-indol-4-yl)-1-propanone), ClN1C(CCC1=O)=O (N-chlorosuccinimide), C(C)(=O)O (acetic acid), [OH-].[Na+] (sodium hydroxide). Starting materials: [BH4-].[Na+] (sodium borohydride), ClC1=CC=C2C(=N1)N(C(=C2)C=2C=C(C=NC2)C=O)C (5-(6-Chloro-1-methyl-1H-pyrrolo[2,3-b]pyridin-2-yl)-pyridine-3-carbaldehyde), C(C)S(=O)(=O)N (ethane sulfonamide), C1(=CC=CC=C1)C (toluene). Reagents/catalysts: CC([O-])C.[Ti+4].CC([O-])C.CC([O-])C.CC([O-])C (Titanium(IV) isopropoxide). Run in CO (MeOH), O (Water). Conditions: temperature 120 celsius, time 8 hour. Yields the product ClC1=CC=C2C(=N1)N(C(=C2)C=2C=C(C=NC2)CNS(=O)(=O)CC)C (ethanesulfonic acid [5-(6-chloro-1-methyl-1H-pyrrolo[2,3-b]pyridin-2-yl)-pyridin-3-ylmethyl]-amide). Reaction SMILES: [Cl:1][C:2]1[N:7]=[C:6]2[N:8]([CH3:19])[C:9]([C:11]3[CH:12]=[C:13]([CH:17]=O)[CH:14]=[N:15][CH:16]=3)=[CH:10][C:5]2=[CH:4][CH:3]=1.[CH2:20]([S:22]([NH2:25])(=[O:24])=[O:23])[CH3:21].C1(C)C=CC=CC=1.[BH4-].[Na+]>CC(C)[O-].[Ti+4].CC(C)[O-].CC(C)[O-].CC(C)[O-].O.CO>[Cl:1][C:2]1[N:7]=[C:6]2[N:8]([CH3:19])[C:9]([C:11]3[CH:12]=[C:13]([CH2:17][NH:25][S:22]([CH2:20][CH3:21])(=[O:24])=[O:23])[CH:14]=[N:15][CH:16]=3)=[CH:10][C:5]2=[CH:4][CH:3]=1 |f:3.4,5.6.7.8.9|. Reported procedure: A 25 mL flask was charged with 5-(6-Chloro-1-methyl-1H-pyrrolo[2,3-b]pyridin-2-yl)-pyridine-3-carbaldehyde (91 mg, 0.335 mmol), ethane sulfonamide (73.1 mg, 0.670 mmol) and toluene (5 mL). Titanium(IV) isopropoxide (0.147 mL, 0.502 mmol) was added dropwise. The mixture was stirred at 120° C. overnight. The mixture was concentrated in vacuo. The residue was taken up in DCM (5 mL) and MeOH (5 mL) and sodium borohydride (50.7 mg, 1.340 mmol) was added at 0° C. The mixture was stirred at 0° C. for 3...